From a dataset of the Open Reaction Database (ORD), a public repository of structured organic reaction records. describe an organic reaction: reactants, conditions, products, and yield Reactants: N1CCOCC1 (morpholine), solid, C(C1=CC=CC=C1)OC1=C(C=C(C=C1)Br)[N+](=O)[O-] (1-benzyloxy-4-bromo-2-nitro-benzene), COC1=C(C=C(C=C1)N1CCOCC1)[N+](=O)[O-] (4-(4-methoxy-3-nitro-phenyl)-morpholine). The product is C(C1=CC=CC=C1)OC1=C(C=C(C=C1)N1CCOCC1)[N+](=O)[O-] (4-(4-Benzyloxy-3-nitro-phenyl)-morpholine). RXN SMILES: [NH:1]1[CH2:6][CH2:5][O:4][CH2:3][CH2:2]1.[CH2:7]([O:14][C:15]1[CH:20]=[CH:19][C:18](Br)=[CH:17][C:16]=1[N+:22]([O-:24])=[O:23])[C:8]1[CH:13]=[CH:12][CH:11]=[CH:10][CH:9]=1.COC1C=CC(N2CCOCC2)=CC=1[N+]([O-])=O>>[CH2:7]([O:14][C:15]1[CH:20]=[CH:19][C:18]([N:1]2[CH2:6][CH2:5][O:4][CH2:3][CH2:2]2)=[CH:17][C:16]=1[N+:22]([O-:24])=[O:23])[C:8]1[CH:9]=[CH:10][CH:11]=[CH:12][CH:13]=1. Procedure details: The title compound was prepared using morpholine and 1-benzyloxy-4-bromo-2-nitro-benzene (prepared from 4-bromo-2-nitro-anisol and benzyl bromide) using the general method of example “4-(4-methoxy-3-nitro-phenyl)-morpholine” as yellow solid (58%), MS: m/e=315(M+H+). The reactants are C1COCCO1, CN(C)C=O, COc1ccc(Cl)cc1-c1cc(=O)[nH]c(C)n1, O=C(Cl)C(=O)Cl, ClCCl. Product: COc1ccc(Cl)cc1-c1cc(Cl)nc(C)n1. Reaction SMILES: [CH2:32]1[O:33][CH2:34][CH2:35][O:36][CH2:37]1.[CH3:18][N:19]([CH3:20])[CH:21]=[O:22].[Cl:1][c:2]1[cH:3][cH:4][c:5]([O:16][CH3:17])[c:6](-[c:8]2[cH:9][c:10](=[O:15])[nH:11][c:12]([CH3:14])[n:13]2)[cH:7]1.[Cl:23][C:24]([C:25]([Cl:26])=[O:27])=[O:28].[Cl:29][CH2:30][Cl:31]>>[Cl:1][c:2]1[cH:3][cH:4][c:5]([O:16][CH3:17])[c:6](-[c:8]2[cH:9][c:10]([Cl:23])[n:11][c:12]([CH3:14])[n:13]2)[cH:7]1. The solvent is [OH-].[Na+] (sodium hydroxide), [OH-].[Na+] (sodium hydroxide). Yield: 78.1%. The product is FC1=CC=C(C(NCC(=O)O)=O)C=C1 (p-fluorohippuric Acid). RXN SMILES: [NH2:1][CH2:2][C:3]([OH:5])=[O:4].[F:6][C:7]1[CH:15]=[CH:14][C:10]([C:11](Cl)=[O:12])=[CH:9][CH:8]=1.Cl>[OH-].[Na+]>[F:6][C:7]1[CH:15]=[CH:14][C:10]([C:11](=[O:12])[NH:1][CH2:2][C:3]([OH:5])=[O:4])=[CH:9][CH:8]=1 |f:3.4|. The reactants are NCC(=O)O (glycine), FC1=CC=C(C(=O)Cl)C=C1 (p-Fluorobenzoyl chloride), Cl (HCl). Conditions: time 0.5 hour. Procedure: A solution of glycine (15 g, 0.2 mol) in 175 mL of 5% aqueous sodium hydroxide is cooled to 10° C. to 15° C. p-Fluorobenzoyl chloride (31.6 g, 0.2 mol) is then added dropwise to the mixture and stirred vigorously for 0.5 hour while maintaining the temperature of the mixture of about 10° C. to 15° C. The pH of the reaction mixture is maintained at pH>9 by the dropwise addition of 50% aqueous sodium hydroxide. The mixture is stirred at 10° C. to 15° C. for two hours and the resulting clear solutio... The reactants are CC(C)(C)OC(=O)N1CCCCC1C(N)=O, CC#N, O=C(Cl)C(=O)Cl, CN(C)C=O, c1ccncc1. The product is CC(C)(C)OC(=O)N1CCCCC1C#N. Reaction SMILES: [C:12]([CH3:13])([CH3:14])([CH3:15])[O:16][C:17](=[O:18])[N:19]1[CH:20]([C:25]([NH2:26])=[O:27])[CH2:21][CH2:22][CH2:23][CH2:24]1.[CH3:34][C:35]#[N:36].[Cl:6][C:7]([C:8]([Cl:9])=[O:10])=[O:11].[O:1]=[CH:2][N:3]([CH3:4])[CH3:5].[cH:28]1[cH:29][cH:30][n:31][cH:32][cH:33]1>>[C:12]([CH3:13])([CH3:14])([CH3:15])[O:16][C:17](=[O:18])[N:19]1[CH:20]([C:25]#[N:26])[CH2:21][CH2:22][CH2:23][CH2:24]1. The reactants are Cc1nc2ccccc2n1C1CC2CCC(C1)N2CCC1(c2ccccc2)CCNCC1, CC#N, CCN(C(C)C)C(C)C, Cl, Cl, O=C(OC1CCOC1)ON1C(=O)CCC1=O. Product: Cc1nc2ccccc2n1C1CC2CCC(C1)N2CCC1(c2ccccc2)CCN(C(=O)OC2CCOC2)CC1. As a reaction SMILES: [CH3:19][c:20]1[n:21][c:22]2[c:23]([n:24]1[CH:25]1[CH2:26][CH:27]3[CH2:28][CH2:29][CH:30]([CH2:31]1)[N:32]3[CH2:33][CH2:34][C:35]1([c:41]3[cH:42][cH:43][cH:44][cH:45][cH:46]3)[CH2:36][CH2:37][NH:38][CH2:39][CH2:40]1)[cH:47][cH:48][cH:49][cH:50]2.[CH3:60][C:61]#[N:62].[CH:51]([N:52]([CH2:53][CH3:54])[CH:55]([CH3:56])[CH3:57])([CH3:58])[CH3:59].[ClH:17].[ClH:18].[O:1]1[CH2:2][CH:3]([O:6][C:7]([O:9][N:8]2[C:10](=[O:11])[CH2:12][CH2:13][C:14]2=[O:15])=[O:16])[CH2:4][CH2:5]1>>[O:1]1[CH2:2][CH:3]([O:6][C:7](=[O:9])[N:38]2[CH2:37][CH2:36][C:35]([CH2:34][CH2:33][N:32]3[CH:27]4[CH2:26][CH:25]([n:24]5[c:20]([CH3:19])[n:21][c:22]6[c:23]5[cH:47][cH:48][cH:49][cH:50]6)[CH2:31][CH:30]3[CH2:29][CH2:28]4)([c:41]3[cH:42][cH:43][cH:44][cH:45][cH:46]3)[CH2:40][CH2:39]2)[CH2:4][CH2:5]1. Reactants: CC[Si](CC)(CC)OC(c1ccc2c(c1)CC(C)N2)(C(F)(F)F)C(F)(F)F, CCOCC, CCN(C(C)C)C(C)C, [Cl-], ClCCl, [NH4+], O=C(Br)Cc1ccccc1. The product is CC[Si](CC)(CC)OC(c1ccc2c(c1)CC(C)N2C(=O)Cc1ccccc1)(C(F)(F)F)C(F)(F)F. As a reaction SMILES: [CH3:1][CH:2]1[NH:3][c:4]2[cH:5][cH:6][c:7]([C:11]([C:12]([F:13])([F:14])[F:15])([C:16]([F:17])([F:18])[F:19])[O:20][Si:21]([CH2:22][CH3:23])([CH2:24][CH3:25])[CH2:26][CH3:27])[cH:8][c:9]2[CH2:10]1.[CH3:52][CH2:53][O:54][CH2:55][CH3:56].[CH:28]([N:29]([CH2:30][CH3:31])[CH:32]([CH3:33])[CH3:34])([CH3:35])[CH3:36].[Cl-:47].[Cl:49][CH2:50][Cl:51].[NH4+:48].[c:37]1([CH2:43][C:44](=[O:45])[Br:46])[cH:38][cH:39][cH:40][cH:41][cH:42]1>>[CH3:1][CH:2]1[N:3]([C:44]([CH2:43][c:37]2[cH:38][cH:39][cH:40][cH:41][cH:42]2)=[O:45])[c:4]2[cH:5][cH:6][c:7]([C:11]([C:12]([F:13])([F:14])[F:15])([C:16]([F:17])([F:18])[F:19])[O:20][Si:21]([CH2:22][CH3:23])([CH2:24][CH3:25])[CH2:26][CH3:27])[cH:8][c:9]2[CH2:10]1.